This data is from the Open Reaction Database (ORD), a public repository of structured organic reaction records. The task is: describe an organic reaction: reactants, conditions, products, and yield Reactants: Cl (hydrochloric acid), O (water), [H-].C(C(C)C)[Al+]CC(C)C (diisobutylaluminium hydride), BrC=1N(C(=C(N1)C(=O)OC)C(=O)OC)CC=C(C)C (dimethyl 2-bromo-1-(3-methyl-2-buten-1-yl)-1H-imidazole-4,5-dicarboxylate), [H-].C(C(C)C)[Al+]CC(C)C (diisobutylaluminium hydride). Run in O1CCCC1 (tetrahydrofuran), O1CCCC1 (tetrahydrofuran). Run at temperature -65 celsius. Product: BrC1=NC(=C(N1CC=C(C)C)C(=O)OC)C=O (methyl 2-bromo-3-(3-methyl-2-buten-1-yl)-5-formyl-3H-imidazole-4-carboxylate). As a reaction SMILES: [H-].C([Al+]CC(C)C)C(C)C.[Br:11][C:12]1[N:13]([CH2:25][CH:26]=[C:27]([CH3:29])[CH3:28])[C:14]([C:21]([O:23][CH3:24])=[O:22])=[C:15]([C:17](OC)=[O:18])[N:16]=1.Cl.O>O1CCCC1>[Br:11][C:12]1[N:13]([CH2:25][CH:26]=[C:27]([CH3:29])[CH3:28])[C:14]([C:21]([O:23][CH3:24])=[O:22])=[C:15]([CH:17]=[O:18])[N:16]=1 |f:0.1|. Procedure details: Under an argon atmosphere 35 ml (35 mmol) diisobutylaluminium hydride (1 mol/l in toluene) were added dropwise at −65° C. within 20 minutes to a solution of 9.00 g (12.18 mmol) dimethyl 2-bromo-1-(3-methyl-2-buten-1-yl)-1H-imidazole-4,5-dicarboxylate in 140 ml of tetrahydrofuran. After 1 hour at −65° C. another 5 ml (5 mmol) diisobutylaluminium hydride (1 mol/l in toluene) was added dropwise. The mixture was stirred for a further hour at −65° C. and then 20 ml of a 1:1 mixture of hydrochloric ac... The reactants are O (water), COC(=O)[C@H]1N(C[C@H](C1)NC(=O)OCC(Cl)(Cl)Cl)C(=O)OC(C)(C)C ((2S,4S)-4-(2,2,2-trichloro-ethoxycarbonylamino)-pyrrolidine-1,2-dicarboxylic acid 1-tert-butyl ester 2-methyl ester), CI (methyl iodide), [H-].[Na+] (sodium hydride). Solvent: CN(C)C=O (DMF). Conditions: time 2 hour. Yields the product COC(=O)[C@H]1N(C[C@H](C1)N(C(=O)OCC(Cl)(Cl)Cl)C)C(=O)OC(C)(C)C ((2S,4S)-4-[Methyl-(2,2,2-trichloro-ethoxycarbonyl)-amino]-pyrrolidine-1,2-dicarboxylic acid 1-tert-butyl ester 2-methyl ester). Reaction SMILES: [CH3:1][O:2][C:3]([C@@H:5]1[CH2:9][C@H:8]([NH:10][C:11]([O:13][CH2:14][C:15]([Cl:18])([Cl:17])[Cl:16])=[O:12])[CH2:7][N:6]1[C:19]([O:21][C:22]([CH3:25])([CH3:24])[CH3:23])=[O:20])=[O:4].[CH3:26]I.[H-].[Na+].O>CN(C=O)C>[CH3:1][O:2][C:3]([C@@H:5]1[CH2:9][C@H:8]([N:10]([CH3:26])[C:11]([O:13][CH2:14][C:15]([Cl:18])([Cl:16])[Cl:17])=[O:12])[CH2:7][N:6]1[C:19]([O:21][C:22]([CH3:25])([CH3:24])[CH3:23])=[O:20])=[O:4] |f:2.3|. Reported procedure: To a solution of (2S,4S)-4-(2,2,2-trichloro-ethoxycarbonylamino)-pyrrolidine-1,2-dicarboxylic acid 1-tert-butyl ester 2-methyl ester (420 mg, 1 mmol) and methyl iodide (0.18 mL, 3 mmol) in DMF (10 mL) cooled at 0° C. under argon was added sodium hydride (44 mg, 1.1 mmol). The reaction mixture was stirred at RT for 2 h then was poured into water. The desired compound was extracted with EtOAc (2×25 mL), the organic phases were joined, washed with 1N HCl then brine, dried over Na2SO4, filtered and ... Starting materials: BrC1=CN(C=2CC(CC(C12)=O)(C)C)C1=NC=CC=C1 (3-bromo-6,6-dimethyl-1-(pyridin-2-yl)-4,5,6,7-tetrahydroindol-4-one), C(C1=CC=CC=C1)[Sn](CCCC)(CCCC)CCCC (benzyltributylstannane). Reagents/catalysts: Cl[Pd]([P](C1=CC=CC=C1)(C2=CC=CC=C2)C3=CC=CC=C3)([P](C4=CC=CC=C4)(C5=CC=CC=C5)C6=CC=CC=C6)Cl (dichlorobis(triphenylphosphine)palladium). Run in C(Cl)Cl (DCM), CN(P(=O)(N(C)C)N(C)C)C (hexamethylphosphoramide). The product is CC1(CC(C=2C(=CN(C2C1)C1=NC=CC=C1)CC1=CC=CC=C1)=O)C (6,6-Dimethyl-3-phenylmethyl-1-(pyridin-2-yl)-4,5,6,7-tetrahydroindol-4-one). The yield is 43.9%. As a reaction SMILES: Br[C:2]1[C:10]2[C:9](=[O:11])[CH2:8][C:7]([CH3:13])([CH3:12])[CH2:6][C:5]=2[N:4]([C:14]2[CH:19]=[CH:18][CH:17]=[CH:16][N:15]=2)[CH:3]=1.[CH2:20]([Sn](CCCC)(CCCC)CCCC)[C:21]1[CH:26]=[CH:25][CH:24]=[CH:23][CH:22]=1>CN(C)P(N(C)C)(N(C)C)=O.C(Cl)Cl.Cl[Pd](Cl)([P](C1C=CC=CC=1)(C1C=CC=CC=1)C1C=CC=CC=1)[P](C1C=CC=CC=1)(C1C=CC=CC=1)C1C=CC=CC=1>[CH3:12][C:7]1([CH3:13])[CH2:6][C:5]2[N:4]([C:14]3[CH:19]=[CH:18][CH:17]=[CH:16][N:15]=3)[CH:3]=[C:2]([CH2:20][C:21]3[CH:26]=[CH:25][CH:24]=[CH:23][CH:22]=3)[C:10]=2[C:9](=[O:11])[CH2:8]1 |^1:56,75|. Procedure details: A solution of 3-bromo-6,6-dimethyl-1-(pyridin-2-yl)-4,5,6,7-tetrahydroindol-4-one (10 mg, 0.31 mmol), benzyltributylstannane (253 mg, 0.68 mmol) and dichlorobis(triphenylphosphine)palladium (50 mg, 0.08 mmol) in hexamethylphosphoramide (1 mL) was heated at 70° C. for 48 h. The mixture was cooled to room temperature, diluted with DCM (2 mL), and the solution chromatographed on silica gel, eluting with isohexane: EtOAc (4:1). The title compound (45 mg, 43%) was isolated as a colourless solid. mp 1... The reactants are CN1CCN(CCN)CC1, CN1CC(C(=O)N(C)Cc2ccc(Cl)c(Cl)c2)=C(O)C1=O. Product: CN1CCN(CCN2CC(C(=O)N(C)Cc3ccc(Cl)c(Cl)c3)=C(O)C2=O)CC1. Reaction SMILES: [CH3:1][N:2]1[CH2:3][CH2:4][N:5]([CH2:8][CH2:9][NH2:10])[CH2:6][CH2:7]1.[Cl:11][c:12]1[cH:13][c:14]([CH2:15][N:16]([C:17](=[O:18])[C:19]2=[C:23]([OH:24])[C:22](=[O:25])[N:21]([CH3:26])[CH2:20]2)[CH3:27])[cH:28][cH:29][c:30]1[Cl:31]>>[CH3:1][N:2]1[CH2:3][CH2:4][N:5]([CH2:8][CH2:9][N:10]2[CH2:20][C:19]([C:17]([N:16]([CH2:15][c:14]3[cH:13][c:12]([Cl:11])[c:30]([Cl:31])[cH:29][cH:28]3)[CH3:27])=[O:18])=[C:23]([OH:24])[C:22]2=[O:25])[CH2:6][CH2:7]1. Starting materials: [Cl-].C1(=CC=CC=C1)C(C[N+]=1NC=NC1)CCCCCCCCCCCC (1-(2-phenyltetradecyl)-1,2,4-triazolium chloride), [OH-].[Na+] (sodium hydroxide). Run in O (water). Run at time 15 minute. The product is C1(=CC=CC=C1)C(CN1N=CN=C1)CCCCCCCCCCCC (1-(2-phenyltetradecyl)-1,2,4-triazole). The yield is 78.5%. As a reaction SMILES: [Cl-].[C:2]1([CH:8]([CH2:15][CH2:16][CH2:17][CH2:18][CH2:19][CH2:20][CH2:21][CH2:22][CH2:23][CH2:24][CH2:25][CH3:26])[CH2:9][N+:10]2[NH:11][CH:12]=[N:13][CH:14]=2)[CH:7]=[CH:6][CH:5]=[CH:4][CH:3]=1.[OH-].[Na+]>O>[C:2]1([CH:8]([CH2:15][CH2:16][CH2:17][CH2:18][CH2:19][CH2:20][CH2:21][CH2:22][CH2:23][CH2:24][CH2:25][CH3:26])[CH2:9][N:10]2[CH:14]=[N:13][CH:12]=[N:11]2)[CH:3]=[CH:4][CH:5]=[CH:6][CH:7]=1 |f:0.1,2.3|. Procedure: To 11.7 g of the crude hydrochloride salt from Example 10 above in 200 ml of water is added 4.0 g (0.05 mole) of 50% sodium hydroxide. The mixture is stirred for 15 minutes and then the organic soluble material is extracted into 2×200 ml of ether. The combined extracts are washed with 2×50 ml of water, dried over anhydrous magnesium sulfate, and concentrated to give 8.3 g (78.5%) of the oil product. Reactants: ClC1=C(C2=C(OCO2)C(=C1)C#CCCOC)NC1=NC=NC2=CC(=C(C=C12)OC)OCCCCl (N-[5-Chloro-7-(4-methoxybut-1-yn-1-yl)-1,3-benzodioxol-4-yl]-7-(3-chloropropoxy)-6-methoxyquinazolin-4-amine), CN1C(CNCC1)=O (1-methylpiperazin-2-one). Run in COCCO (2-methoxyethanol). Yields the product ClC1=C(C2=C(OCO2)C(=C1)C#CCCOC)NC1=NC=NC2=CC(=C(C=C12)OC)OCCCN1CC(N(CC1)C)=O (4-{3-[(4-{[5-chloro-7-(4-methoxybut-1-yn-1-yl)-1,3-benzodioxol-4-yl]amino}-6-methoxyquinazolin-7-yl)oxy]propyl}-1-methylpiperazin-2-one). The yield is 71.3%. As a reaction SMILES: [Cl:1][C:2]1[CH:10]=[C:9]([C:11]#[C:12][CH2:13][CH2:14][O:15][CH3:16])[C:5]2[O:6][CH2:7][O:8][C:4]=2[C:3]=1[NH:17][C:18]1[C:27]2[C:22](=[CH:23][C:24]([O:30][CH2:31][CH2:32][CH2:33]Cl)=[C:25]([O:28][CH3:29])[CH:26]=2)[N:21]=[CH:20][N:19]=1.[CH3:35][N:36]1[CH2:41][CH2:40][NH:39][CH2:38][C:37]1=[O:42]>COCCO>[Cl:1][C:2]1[CH:10]=[C:9]([C:11]#[C:12][CH2:13][CH2:14][O:15][CH3:16])[C:5]2[O:6][CH2:7][O:8][C:4]=2[C:3]=1[NH:17][C:18]1[C:27]2[C:22](=[CH:23][C:24]([O:30][CH2:31][CH2:32][CH2:33][N:39]3[CH2:40][CH2:41][N:36]([CH3:35])[C:37](=[O:42])[CH2:38]3)=[C:25]([O:28][CH3:29])[CH:26]=2)[N:21]=[CH:20][N:19]=1. Reported procedure: This was prepared by the method described in example 13 using N-[5-Chloro-7-(4-methoxybut-1-yn-1-yl)-1,3-benzodioxol-4-yl]-7-(3-chloropropoxy)-6-methoxyquinazolin-4-amine (200 mg, 0.40 mmol) and 1-methylpiperazin-2-one (226 mg, 1.98 mmol) in 2-methoxyethanol (4 ml). The crude product was purified by column chromatography on silica using increasing concentrations of methanol in dichloromethane as eluent. There was thus obtained the title compound (166 mg, 72%) as a pale brown solid; NMR Spectrum:... Starting materials: CC(=O)OCC1OC(I)C(N=[N+]=[N-])C(OC(C)=O)C1OC(C)=O, CC[N+](CC)(CC)CC, CCOCC, CC#N, [Cl-], [Cl-], [I-], [Li+], [Li+], [Na+], [Na+], O, O=S([O-])([O-])=S. Product: CC(=O)OCC1OC(Cl)C(N=[N+]=[N-])C(OC(C)=O)C1OC(C)=O. As a reaction SMILES: [C:10]([CH3:11])(=[O:12])[O:13][CH:14]1[CH:15]([N:30]=[N+:31]=[N-:32])[CH:16]([I:29])[O:17][CH:18]([CH2:24][O:25][C:26]([CH3:27])=[O:28])[CH:19]1[O:20][C:21]([CH3:22])=[O:23].[CH2:39]([N+:40]([CH2:41][CH3:42])([CH2:43][CH3:44])[CH2:45][CH3:46])[CH3:47].[CH2:48]([O:49][CH2:50][CH3:51])[CH3:52].[CH3:35][C:36]#[N:37].[Cl-:34].[Cl-:38].[I-:1].[Li+:2].[Li+:33].[Na+:8].[Na+:9].[OH2:53].[S:3]([O-:4])([O-:5])(=[O:6])=[S:7]>>[C:10]([CH3:11])(=[O:12])[O:13][CH:14]1[CH:15]([N:30]=[N+:31]=[N-:32])[CH:16]([Cl:34])[O:17][CH:18]([CH2:24][O:25][C:26]([CH3:27])=[O:28])[CH:19]1[O:20][C:21]([CH3:22])=[O:23]. Reactants: C(C)(C)(C)OC(NCCN)=O ((2-amino-ethyl)-carbamic acid tert-butyl ester), CCN(C(C)C)C(C)C (DIEA), BrC1=C(C=CC=C1)S(=O)(=O)Cl (2-bromo-benzenesulfonyl chloride). Solvent: C(Cl)Cl (CH2Cl2). Conditions: temperature 0 celsius, time 16 hour. Yields the product NCCNS(=O)(=O)C1=C(C=CC=C1)Br (N-(2-Amino-ethyl)-2-bromo-benzenesulfonamide). Yield: 86.2%. Reaction SMILES: C(OC(=O)[NH:7][CH2:8][CH2:9][NH2:10])(C)(C)C.CCN(C(C)C)C(C)C.[Br:21][C:22]1[CH:27]=[CH:26][CH:25]=[CH:24][C:23]=1[S:28](Cl)(=[O:30])=[O:29]>C(Cl)Cl>[NH2:10][CH2:9][CH2:8][NH:7][S:28]([C:23]1[CH:24]=[CH:25][CH:26]=[CH:27][C:22]=1[Br:21])(=[O:30])=[O:29]. Reported procedure: To solution of (2-amino-ethyl)-carbamic acid tert-butyl ester (208 mg, 1.3 mmol) in CH2Cl2 (20 mL) was added DIEA (300 μL, 1.72 mmol) at 0° C., followed by the addition of 2-bromo-benzenesulfonyl chloride (383 mg, 1.5 mmol). After it was stirred at 0° C. for 1 h and at the room temperature for another 16 h, the reaction mixture was evaporated thoroughly. The residue was diluted with 20% TFA in CH2Cl2 (10 mL), stirred for 3 h at the room temperature, and evaporated. Chromatography of the residual... The reactants are N#Cc1ncc(N)cc1C(F)(F)F, S=C(Cl)Cl, O. The product is N#Cc1ncc(N=C=S)cc1C(F)(F)F. As a reaction SMILES: [C:1](#[N:2])[c:3]1[n:4][cH:5][c:6]([NH2:13])[cH:7][c:8]1[C:9]([F:10])([F:11])[F:12].[Cl:14][C:15]([Cl:16])=[S:17].[OH2:18]>>[C:1](#[N:2])[c:3]1[n:4][cH:5][c:6]([N:13]=[C:15]=[S:17])[cH:7][c:8]1[C:9]([F:10])([F:11])[F:12]. The reactants are C(C)(C)(C)C1=NSC(=C1)CO ((3-t-butyl-isothiazol-5-yl)methanol), S(=O)(Cl)Cl (thionyl chloride). Solvent: ClCCl (dichloromethane). Conditions: time 5 hour. Yields the product C(C)(C)(C)C1=NSC(=C1)CCl (3-t-butyl-5-(chloromethyl)isothiazole). As a reaction SMILES: [C:1]([C:5]1[CH:9]=[C:8]([CH2:10]O)[S:7][N:6]=1)([CH3:4])([CH3:3])[CH3:2].S(Cl)([Cl:14])=O>ClCCl>[C:1]([C:5]1[CH:9]=[C:8]([CH2:10][Cl:14])[S:7][N:6]=1)([CH3:4])([CH3:3])[CH3:2]. Procedure details: 1.61 g of (3-t-butyl-isothiazol-5-yl)methanol was dissolved in 50 ml of dichloromethane, and 3.2 ml of thionyl chloride was added. The mixture was stirred at room temperature for 5 hours. The reaction mixture was concentrated under reduced pressure to obtain 1.12 g of 3-t-butyl-5-(chloromethyl)isothiazole. The crude product was subjected to the next step without purification.